Task: describe an organic reaction: reactants, conditions, products, and yield. Dataset: the Open Reaction Database (ORD), a public repository of structured organic reaction records Starting materials: [OH-].[NH4+] (ammonium hydroxide), CSC1=NC(=NN1)CC1=C(C=CC=C1)[N+](=O)[O-] (5-methylmercapto-3-(o-nitrobenzyl)-1,2,4-triazole). The reagents and catalysts are [Cl-].[Cl-].[Cl-].[Ti+3] (titanium trichloride). Solvent: O (water), O1CCCC1 (tetrahydrofuran). Run at time 8 hour. Yields the product NC1=C(CC2=NNC(=N2)SC)C=CC=C1 (3-(o-aminobenzyl)-5-methylmercapto-1,2,4-triazole). Reaction SMILES: [CH3:1][S:2][C:3]1[NH:7][N:6]=[C:5]([CH2:8][C:9]2[CH:14]=[CH:13][CH:12]=[CH:11][C:10]=2[N+:15]([O-])=O)[N:4]=1.[OH-].[NH4+]>O1CCCC1.O.[Cl-].[Cl-].[Cl-].[Ti+3]>[NH2:15][C:10]1[CH:11]=[CH:12][CH:13]=[CH:14][C:9]=1[CH2:8][C:5]1[N:4]=[C:3]([S:2][CH3:1])[NH:7][N:6]=1 |f:1.2,5.6.7.8|. Reported procedure: To a solution of 2 g of 5-methylmercapto-3-(o-nitrobenzyl)-1,2,4-triazole in 45 ml of tetrahydrofuran is added 44 ml of 20% aqueous titanium trichloride dropwise at 0°. The mixture is stirred at room temperature overnight, diluted with water, cooled to 0°, basified with ammonium hydroxide and extracted three times with methylene chloride. The organic extracts are dried and evaporated and the residue is crystallized from toluene to give 3-(o-aminobenzyl)-5-methylmercapto-1,2,4-triazole, m.p. 99°-...